This data is from the Open Reaction Database (ORD), a public repository of structured organic reaction records. The task is: describe an organic reaction: reactants, conditions, products, and yield Starting materials: OC(CO[C@@H]1CN(CC[C@H]1N1C(=NC2=C1C=CC(=C2)C)C)C(=O)OC(C)(C)C)(C)C (Racemic trans-3-[2-hydroxy-2-methylpropoxy]-4-[2,5-dimethylbenzimidazol-1yl]-N-Boc-piperidine), Cl (HCl). Solvent: O1CCOCC1 (dioxane). The product is Cl.Cl.OC(CO[C@@H]1CNCC[C@H]1N1C(=NC2=C1C=CC(=C2)C)C)(C)C (trans-3-[2-hydroxy-2-methylpropoxy]-4-[2,5-dimethylbenzimidazol-1yl]-piperidine dihydrochloride). As a reaction SMILES: [OH:1][C:2]([CH3:30])([CH3:29])[CH2:3][O:4][C@H:5]1[C@H:10]([N:11]2[C:15]3[CH:16]=[CH:17][C:18]([CH3:20])=[CH:19][C:14]=3[N:13]=[C:12]2[CH3:21])[CH2:9][CH2:8][N:7](C(OC(C)(C)C)=O)[CH2:6]1.[ClH:31]>O1CCOCC1>[ClH:31].[ClH:31].[OH:1][C:2]([CH3:30])([CH3:29])[CH2:3][O:4][C@H:5]1[C@H:10]([N:11]2[C:15]3[CH:16]=[CH:17][C:18]([CH3:20])=[CH:19][C:14]=3[N:13]=[C:12]2[CH3:21])[CH2:9][CH2:8][NH:7][CH2:6]1 |f:3.4.5|. Reported procedure: Racemic trans-3-[2-hydroxy-2-methylpropoxy]-4-[2,5-dimethylbenzimidazol-1yl]-N-Boc-piperidine (320 mg; 0.77 mmol) was treated with 4M HCl in dioxane for 1 h after which all volatiles were removed under reduced pressure to yield the product trans-3-[2-hydroxy-2-methylpropoxy]-4-[2,5-dimethylbenzimidazol-1yl]-piperidine dihydrochloride (300 mg; quant.). LRMS (M+1)—Calculated: 317.2. Found: 317.2. Reactants: CCOC(C)=O, COc1cc(C=CC(=O)O)cc(OC)c1, CO, [H][H]. Yields the product COc1cc(CCC(=O)O)cc(OC)c1. As a reaction SMILES: [CH3:18][CH2:19][O:20][C:21]([CH3:22])=[O:23].[CH3:1][O:2][c:3]1[cH:4][c:5]([CH:11]=[CH:12][C:13](=[O:14])[OH:15])[cH:6][c:7]([O:9][CH3:10])[cH:8]1.[CH3:24][OH:25].[H:16][H:17]>>[CH3:1][O:2][c:3]1[cH:4][c:5]([CH2:11][CH2:12][C:13](=[O:14])[OH:15])[cH:6][c:7]([O:9][CH3:10])[cH:8]1. The reactants are [N-]=[N+]=NC1CCN(Cc2ccccc2)C1, C1CCOC1, O, c1ccc(P(c2ccccc2)c2ccccc2)cc1. The product is NC1CCN(Cc2ccccc2)C1. RXN SMILES: [CH2:1]([c:2]1[cH:3][cH:4][cH:5][cH:6][cH:7]1)[N:8]1[CH2:9][CH:10]([N:13]=[N+:14]=[N-:15])[CH2:11][CH2:12]1.[O:35]1[CH2:36][CH2:37][CH2:38][CH2:39]1.[OH2:40].[c:16]1([P:17]([c:18]2[cH:19][cH:20][cH:21][cH:22][cH:23]2)[c:24]2[cH:25][cH:26][cH:27][cH:28][cH:29]2)[cH:30][cH:31][cH:32][cH:33][cH:34]1>>[CH2:1]([c:2]1[cH:3][cH:4][cH:5][cH:6][cH:7]1)[N:8]1[CH2:9][CH:10]([NH2:13])[CH2:11][CH2:12]1. The reactants are C1(=CC=CC=C1)C1=NC2=C(N(C3=C1C=CC=C3)CCCN)N=CC=C2 (6-phenyl-11H-pyrido [2,3-b][1,4]bezodiazepine-11-propanamine), C(C)OC(OCC)OCC (triethylorthoformate). Conditions: time 8 hour. Product: C(C)OC=NCCCN1C2=C(N=C(C3=C1C=CC=C3)C3=CC=CC=C3)C=CC=N2 (N-[3-[6-Phenyl-11H-pyrido[2,3-b][1,4]benzodiazepin-11-yl]propyl]methanimidic acid ethyl ester). As a reaction SMILES: [C:1]1([C:7]2[C:13]3[CH:14]=[CH:15][CH:16]=[CH:17][C:12]=3[N:11]([CH2:18][CH2:19][CH2:20][NH2:21])[C:10]3[N:22]=[CH:23][CH:24]=[CH:25][C:9]=3[N:8]=2)[CH:6]=[CH:5][CH:4]=[CH:3][CH:2]=1.[CH2:26]([O:28][CH:29](OCC)OCC)[CH3:27]>>[CH2:26]([O:28][CH:29]=[N:21][CH2:20][CH2:19][CH2:18][N:11]1[C:12]2[CH:17]=[CH:16][CH:15]=[CH:14][C:13]=2[C:7]([C:1]2[CH:2]=[CH:3][CH:4]=[CH:5][CH:6]=2)=[N:8][C:9]2[CH:25]=[CH:24][CH:23]=[N:22][C:10]1=2)[CH3:27]. Procedure: A solution of 8.8 g (0.021 mole) of 6-phenyl-11H-pyrido [2,3-b][1,4]bezodiazepine-11-propanamine in 150 ml of triethylorthoformate was heated at refux for 41/2 hr and allowed to stand overnight. The mixture was concentrated in vacuo, the residue was washed with pet-ether (30°-60° C.). Chemical ionization mass spec indicated the product was a mixture containing the title compound. The reactants are CC(=C)C(CC\C(=C/CC\C(=C/COC1OCCCC1)\C)\C)O ((6Z,10Z)-2,6,10-trimethyl-12-[(tetrahydro-2H-pyran-2-yl)oxy]-1,6,10-dodecatrien-3-ol). The reagents and catalysts are [O-2].[O-2].[Mn+4] (manganese dioxide). Solvent: C(CCl)Cl (ethylene chloride). Conditions: time 18 hour. The product is OC\C=C(/CC\C=C(/CCC(C(=C)C)=O)\C)\C ((6Z,10Z)-12-hydroxy-2,6,10-trimethyl- 1,6,10-dodecatrien-3-one). RXN SMILES: [CH3:1][C:2]([CH:4]([OH:23])[CH2:5][CH2:6]/[C:7](/[CH3:22])=[CH:8]\[CH2:9][CH2:10]/[C:11](/[CH3:21])=[CH:12]\[CH2:13][O:14]C1CCCCO1)=[CH2:3]>C(Cl)CCl.[O-2].[O-2].[Mn+4]>[OH:14][CH2:13]/[CH:12]=[C:11](/[CH3:21])\[CH2:10][CH2:9]/[CH:8]=[C:7](/[CH3:22])\[CH2:6][CH2:5][C:4](=[O:23])[C:2]([CH3:3])=[CH2:1] |f:2.3.4|. Reported procedure: A solution of 0.5 g (0.0016 mol) of (6Z,10Z)-2,6,10-trimethyl-12-[(tetrahydro-2H-pyran-2-yl)oxy]-1,6,10-dodecatrien-3-ol dissolved in 15 ml of ethylene chloride is treated with 10 g of manganese dioxide. The suspension is stirred at room temperature for 18 hours under argon. After filtration and removal of the solvent the residue is chromatographed on silica gel with ether-hexane 10:1. The product, containing (6Z,10Z)-2,6,10-trimethyl-12-[(tetrahydro-2H-pyran-2-yl)oxy]-1,6,10-dodecatrien-3-one, ... Reactants: BrC1(C(C=CC(=C1)C1=C2C=CC=CC2=C(C=2SC(=C(C21)C)C)Br)O)[N+](=O)[O-] (2-bromo-4-(9-bromo-2,3-dimethyl-naphtho[2,3-b]thiophen-4-yl)-2-nitro-phenol), NN (hydrazine), C(C)O (ethanol). Conditions: temperature 85 celsius. Yields the product NC1=C(C(=CC(=C1)C1=C2C=CC=CC2=C(C=2SC(=C(C21)C)C)Br)Br)O (2-Amino-6-bromo-4-(9-bromo-2,3-dimethyl-naphtho[2,3-b]thiophen-4-yl)-phenol). Yield: 66.0%. RXN SMILES: [Br:1][C:2]1([N+]([O-])=O)[CH:7]=[C:6]([C:8]2[C:20]3[C:19]([CH3:21])=[C:18]([CH3:22])[S:17][C:16]=3[C:15]([Br:23])=[C:14]3[C:9]=2[CH:10]=[CH:11][CH:12]=[CH:13]3)[CH:5]=CC1O.[NH2:28]N.[CH2:30]([OH:32])[CH3:31]>>[NH2:28][C:31]1[CH:5]=[C:6]([C:8]2[C:20]3[C:19]([CH3:21])=[C:18]([CH3:22])[S:17][C:16]=3[C:15]([Br:23])=[C:14]3[C:9]=2[CH:10]=[CH:11][CH:12]=[CH:13]3)[CH:7]=[C:2]([Br:1])[C:30]=1[OH:32]. Procedure: Using a procedure similar to Tet. Lett. 1990, 1181-1182, Montmorillinite K10 clay (1.4 g) was added to a solution of 2-bromo-4-(9-bromo-2,3-dimethyl-naphtho[2,3-b]thiophen-4-yl)-2-nitro-phenol (1.2 g, 2.37 mmol), anhydrous hydrazine (1 mL) and ethanol (7.2 mL) and the suspension was heated at 85° C. for 1 h. The reaction mixture was cooled to room temperature and concentrated. The residue was twice flash chromatographed (first time, eluent: ether, second time, eluent: 4:1 petrolerum ether ethyl ...